From a dataset of the Open Reaction Database (ORD), a public repository of structured organic reaction records. describe an organic reaction: reactants, conditions, products, and yield Reactants: NC=1C=CC2=C(C(=C(O2)[N+](=O)[O-])C2=CC=CC=C2)C1 (5-amino-2-nitro-3-phenylbenzofuran), C(C)(=O)OC(C)=O (acetic anhydride), C(C)(C)O (isopropanol). Run in O (water). The product is C(C)(=O)NC=1C=CC2=C(C(=C(O2)[N+](=O)[O-])C2=CC=CC=C2)C1 (5-acetamido-2-nitro-3-phenylbenzofuran). Reaction SMILES: [NH2:1][C:2]1[CH:3]=[CH:4][C:5]2[O:9][C:8]([N+:10]([O-:12])=[O:11])=[C:7]([C:13]3[CH:18]=[CH:17][CH:16]=[CH:15][CH:14]=3)[C:6]=2[CH:19]=1.[C:20](OC(=O)C)(=[O:22])[CH3:21].C(O)(C)C>O>[C:20]([NH:1][C:2]1[CH:3]=[CH:4][C:5]2[O:9][C:8]([N+:10]([O-:12])=[O:11])=[C:7]([C:13]3[CH:18]=[CH:17][CH:16]=[CH:15][CH:14]=3)[C:6]=2[CH:19]=1)(=[O:22])[CH3:21]. Procedure: To a 0.33 g. sample of 5-amino-2-nitro-3-phenylbenzofuran is added 1 ml. of acetic anhydride, and the mixture is heated for 5 minutes on a steam bath. About 10 ml. of isopropanol is added, and the mixture is again heated on a steam bath to dissolve the solid. It is then saturated with hot water and cooled to provide yellow needles of 5-acetamido-2-nitro-3-phenylbenzofuran, m.p. 204°-207° C. The reactants are product, fatty acid, solids, fatty acid, C=C/C=C/C=C/C=C/C=C/C=C/C=C/C=C/CC(=O)O/C=C/C=C/C=C/C=C/C=C/C=C/C=C/C=C/CC(=O)O/C=C/C=C/C=C/C=C/C=C/C=C/C=C/C=C/CC(=O)O (trimer acid), CN(C)CCCN (dimethylaminopropylamine). Run in C=1(C(=CC=CC1)C)C (xylene). Run at temperature 200 celsius. Product: fatty acid, C=C/C=C/C=C/C=C/C=C/C=C/C=C/C=C/CC(=O)O/C=C/C=C/C=C/C=C/C=C/C=C/C=C/C=C/CC(=O)O/C=C/C=C/C=C/C=C/C=C/C=C/C=C/C=C/CC(=O)O (trimer acid), CCCCCCCCC(CCCCCCCCC(=O)O)C(CCCCCCCC(=O)O)CC/C=C\CCCCC (C36 dimer acid). Yield: 20.0%. Reaction SMILES: [CH2:1]=[CH:2]/[CH:3]=[CH:4]/[CH:5]=[CH:6]/[CH:7]=[CH:8]/[CH:9]=[CH:10]/[CH:11]=[CH:12]/[CH:13]=[CH:14]/[CH:15]=[CH:16]/[CH2:17][C:18]([O:20]/[CH:21]=[CH:22]/[CH:23]=[CH:24]/[CH:25]=[CH:26]/[CH:27]=[CH:28]/[CH:29]=[CH:30]/[CH:31]=[CH:32]/[CH:33]=[CH:34]/[CH:35]=[CH:36]/[CH2:37][C:38]([O:40]/[CH:41]=[CH:42]/[CH:43]=[CH:44]/[CH:45]=[CH:46]/[CH:47]=[CH:48]/[CH:49]=[CH:50]/[CH:51]=[CH:52]/[CH:53]=[CH:54]/[CH:55]=[CH:56]/[CH2:57][C:58]([OH:60])=[O:59])=[O:39])=[O:19].CN([CH2:64][CH2:65][CH2:66]N)C>C1(C)C(C)=CC=CC=1>[CH2:1]=[CH:2]/[CH:3]=[CH:4]/[CH:5]=[CH:6]/[CH:7]=[CH:8]/[CH:9]=[CH:10]/[CH:11]=[CH:12]/[CH:13]=[CH:14]/[CH:15]=[CH:16]/[CH2:17][C:18]([O:20]/[CH:21]=[CH:22]/[CH:23]=[CH:24]/[CH:25]=[CH:26]/[CH:27]=[CH:28]/[CH:29]=[CH:30]/[CH:31]=[CH:32]/[CH:33]=[CH:34]/[CH:35]=[CH:36]/[CH2:37][C:38]([O:40]/[CH:41]=[CH:42]/[CH:43]=[CH:44]/[CH:45]=[CH:46]/[CH:47]=[CH:48]/[CH:49]=[CH:50]/[CH:51]=[CH:52]/[CH:53]=[CH:54]/[CH:55]=[CH:56]/[CH2:57][C:58]([OH:60])=[O:59])=[O:39])=[O:19].[CH3:64][CH2:65][CH2:66][CH2:4][CH2:5][CH2:6][CH2:7][CH2:8][CH:9]([CH:50]([CH2:49][CH2:48]/[CH:47]=[CH:46]\[CH2:45][CH2:44][CH2:43][CH2:42][CH3:41])[CH2:51][CH2:52][CH2:53][CH2:54][CH2:55][CH2:56][CH2:57][C:58]([OH:60])=[O:59])[CH2:10][CH2:11][CH2:12][CH2:13][CH2:14][CH2:15][CH2:16][CH2:17][C:18]([OH:20])=[O:19]. Reported procedure: Employing the procedure of Example I, an amidoamine oxide was prepared from a polymeric fatty acid containing 87% C36 dimer acid and 13% trimer acid. For the reaction 352.2 gms of the polymeric fatty acid (Empol® 1016) was combined with 30 mls xylene, heated to 200° C. under a nitrogen atmosphere and 147.2 gms (20% equivalents excess) dimethylaminopropylamine added over a 2 hour period. Heating was continued at 200° C. while removing water until the acid value was 2.3. The reaction was terminate... The yield is 84.2%. The solvent is CCCCO (n-BuOH). Reactants: C1(CC1)C1=CC(=NN1)NC1=C(C=C(C(=C1)F)F)[N+](=O)[O-] (5-cyclopropyl-N-(4,5-difluoro-2-nitrophenyl)-1H-pyrazol-3-amine), FC1=CC=C(C=C1)[C@H](C)N ((S)-1-(4-fluoro-phenyl)ethylamine), CCN(C(C)C)C(C)C (DIEA). Reaction SMILES: [CH:1]1([C:4]2[NH:8][N:7]=[C:6]([NH:9][C:10]3[CH:15]=[C:14](F)[C:13]([F:17])=[CH:12][C:11]=3[N+:18]([O-:20])=[O:19])[CH:5]=2)[CH2:3][CH2:2]1.[F:21][C:22]1[CH:27]=[CH:26][C:25]([C@@H:28]([NH2:30])[CH3:29])=[CH:24][CH:23]=1.CCN(C(C)C)C(C)C>CCCCO>[CH:1]1([C:4]2[NH:8][N:7]=[C:6]([NH:9][C:10]3[C:11]([N+:18]([O-:20])=[O:19])=[CH:12][C:13]([F:17])=[C:14]([NH:30][C@H:28]([C:25]4[CH:26]=[CH:27][C:22]([F:21])=[CH:23][CH:24]=4)[CH3:29])[CH:15]=3)[CH:5]=2)[CH2:3][CH2:2]1. Reported procedure: A mixture of 5-cyclopropyl-N-(4,5-difluoro-2-nitrophenyl)-1H-pyrazol-3-amine (Method 86; 0.300 g, 1.07 mmol), (S)-1-(4-fluoro-phenyl)ethylamine (0.164 g, 1.18 mmol), and DIEA (0.280 ml, 1.61 mmol) in n-BuOH (2 ml) was heated in a sealed tube at 160° C. for 16 hrs. The solvent was removed under reduced pressure and the residue was purified by column chromatography (hexane:EtOAc=3:1) to give the title compound as an orange solid (0.360 g, 84%). NMR (400 MHz) 12.29 (s, 1H), 10.14 (s, 1H), 7.75 (d, ... Run at temperature 160 celsius. The product is C1(CC1)C1=CC(=NN1)NC1=CC(=C(C=C1[N+](=O)[O-])F)N[C@@H](C)C1=CC=C(C=C1)F ((S)-N1-(5-Cyclopropyl-1H-pyrazol-3-yl)-4-fluoro-N3-[1-(4-fluorophenyl)ethyl]-6-nitrobenzene-1,3-diamine). Reactants: BrC=1C=C(OC2=NC=CC=C2C(F)(F)F)C=C(C1)Br (2-(3,5-Dibromo-phenoxy)-3-trifluoromethyl-pyridine), C(C)OC(COC1=C(C=C(C=C1)S)C)=O ((4-Mercapto-2-methyl-phenoxy)-acetic acid ethyl ester). Product: C(C)OC(COC1=C(C=C(C=C1)SC1=CC(=CC(=C1)OC1=NC=CC=C1C(F)(F)F)Br)C)=O ({4-[3-Bromo-5-(3-trifluoromethyl-pyridin-2-yloxy)-phenylsulfanyl]-2-methylphenoxy}-acetic Acid Ethyl Ester). As a reaction SMILES: Br[C:2]1[CH:3]=[C:4]([CH:16]=[C:17]([Br:19])[CH:18]=1)[O:5][C:6]1[C:11]([C:12]([F:15])([F:14])[F:13])=[CH:10][CH:9]=[CH:8][N:7]=1.[CH2:20]([O:22][C:23](=[O:34])[CH2:24][O:25][C:26]1[CH:31]=[CH:30][C:29]([SH:32])=[CH:28][C:27]=1[CH3:33])[CH3:21]>>[CH2:20]([O:22][C:23](=[O:34])[CH2:24][O:25][C:26]1[CH:31]=[CH:30][C:29]([S:32][C:2]2[CH:3]=[C:4]([O:5][C:6]3[C:11]([C:12]([F:15])([F:14])[F:13])=[CH:10][CH:9]=[CH:8][N:7]=3)[CH:16]=[C:17]([Br:19])[CH:18]=2)=[CH:28][C:27]=1[CH3:33])[CH3:21]. Procedure: 2-(3,5-Dibromo-phenoxy)-3-trifluoromethyl-pyridine (2.05 g; 5.17 mmol) and (4-Mercapto-2-methyl-phenoxy)-acetic acid ethyl ester (0.9 g; 4.0 mmol) was condensed to give the title product applying the procedure described for {4-[3-Bromo-5-cyclopentylmethoxyphenylsulfanyl)-2-methyl-phenoxy]-acetic acid ethyl ester. The crude product was purified by flash chromatography (heptane→ethyl acetate:heptane 2:9). Yield 1.26 g (58%). HPLC-MS: m/z: 544.3 (M+2); Rt: 2.77 min. Reactants: FC(C1=C(C=CC=C1)NN)(F)F ((2-trifluoromethyl-phenyl)-hydrazine), O.N1CCC(CC1)=O (4-piperidone monohydrate), Cl (HCl). The solvent is C(C)(C)O (iso-propyl alcohol). Run at temperature 95 celsius. Product: Cl.Cl.FC(C1=CC=CC=2C3=C(NC12)CCNC3)(F)F (6-trifluoromethyl-2,3,4,5-tetrahydro-1H-pyrido[4,3-b]indole bis-hydrochloride). Isolated yield 63.0%. RXN SMILES: [F:1][C:2]([F:12])([F:11])[C:3]1[CH:8]=[CH:7][CH:6]=[CH:5][C:4]=1[NH:9]N.O.[NH:14]1[CH2:19][CH2:18][C:17](=O)[CH2:16][CH2:15]1.[ClH:21]>C(O)(C)C>[ClH:21].[ClH:21].[F:1][C:2]([F:12])([F:11])[C:3]1[C:4]2[NH:9][C:17]3[CH2:18][CH2:19][NH:14][CH2:15][C:16]=3[C:5]=2[CH:6]=[CH:7][CH:8]=1 |f:1.2,5.6.7|. Procedure: To a solution of (2-trifluoromethyl-phenyl)-hydrazine (12.0 g, 68.13 mmol) and 4-piperidone monohydrate (10.46 g, 68.09 mmol), in iso-propyl alcohol was bubbled HCl (g) for 15 minutes at rt. The reaction was sealed in a pressure vessel and heated to 95° C. for 5 h, then cooled to rt. The reaction mixture was filtered and washed with iso-propyl alcohol and dried in vacuo to yield 6-trifluoromethyl-2,3,4,5-tetrahydro-1H-pyrido[4,3-b]indole bis-hydrochloride as a white solid (13.3 g, 63% yield). 1H... Reactants: C(C)OC(C)OCC#CC(O)C1=CC=C(C=C1)SC (4-(1-ethoxyethoxy)-1-[4-(methylthio)phenyl]-2-butyn-1-ol). The reagents and catalysts are [O-2].[O-2].[Mn+4] (manganese dioxide). The solvent is C(Cl)Cl (methylene chloride), C(Cl)Cl (methylene chloride). Reaction conditions: time 15 minute. Yields the product C(C)OC(C)OCC#CC(=O)C1=CC=C(C=C1)SC (4-(1 -ethoxyethoxy)1-[4-(methylthio)phenyl]-2-butyn-1-one). Reaction SMILES: [CH2:1]([O:3][CH:4]([O:6][CH2:7][C:8]#[C:9][CH:10]([C:12]1[CH:17]=[CH:16][C:15]([S:18][CH3:19])=[CH:14][CH:13]=1)[OH:11])[CH3:5])[CH3:2]>C(Cl)Cl.[O-2].[O-2].[Mn+4]>[CH2:1]([O:3][CH:4]([O:6][CH2:7][C:8]#[C:9][C:10]([C:12]1[CH:13]=[CH:14][C:15]([S:18][CH3:19])=[CH:16][CH:17]=1)=[O:11])[CH3:5])[CH3:2] |f:2.3.4|. Reported procedure: A solution of 10.9 g (3B.9 mmol) of 4-(1-ethoxyethoxy)-1-[4-(methylthio)phenyl]-2-butyn-1-ol in 50 ml of methylene chloride was added dropwise at 0° to a suspension of 100 g (1.15 mol) of manganese dioxide in 170 ml of methylene chloride. The reaction mixture was stirred at 0° for 15 minutes, filtered over magnesium sulphate and concentrated. Flash chromatography of the residue on 200 g of silica gel (elution agent ether/hexane 1:1) yielded 4-(1 -ethoxyethoxy)1-[4-(methylthio)phenyl]-2-butyn-1-o...